This data is from the Open Reaction Database (ORD), a public repository of structured organic reaction records. The task is: describe an organic reaction: reactants, conditions, products, and yield Starting materials: C(C1=CC=CC=C1)ON=C1C[C@H](N(C1)C(=O)OC(C)(C)C)C(=O)O ((2S,4EZ)-4-[(benzyloxy)imino]-1-(tert-butoxycarbonyl)-2-pyrrolidinecarboxylic acid), C(#N)C1=CC=C(C(=O)Cl)C=C1 (4-cyanobenzoyl chloride), N=1SN=C2C1C=CC=C2N (2,1,3-benzothiadiazol-4-amine). The product is N=1SN=C2C1C=CC=C2NC(=O)[C@H]2N(CC(C2)=NOCC2=CC=CC=C2)C(C2=CC=C(C=C2)C#N)=O ((2S,4EZ)-N-(2,1,3-benzothiadiazol-4-yl)-4-[(benzyloxy)imino]-1-(4-cyanobenzoyl)-2-pyrrolidinecarboxamide). Reaction SMILES: [CH2:1]([O:8][N:9]=[C:10]1[CH2:14][N:13]([C:15]([O:17]C(C)(C)C)=O)[C@H:12]([C:22]([OH:24])=O)[CH2:11]1)[C:2]1[CH:7]=[CH:6][CH:5]=[CH:4][CH:3]=1.[C:25]([C:27]1[CH:35]=[CH:34][C:30](C(Cl)=O)=[CH:29][CH:28]=1)#[N:26].[N:36]1[S:37][N:38]=[C:39]2[C:44]([NH2:45])=[CH:43][CH:42]=[CH:41][C:40]=12>>[N:36]1[S:37][N:38]=[C:39]2[C:44]([NH:45][C:22]([C@@H:12]3[CH2:11][C:10](=[N:9][O:8][CH2:1][C:2]4[CH:3]=[CH:4][CH:5]=[CH:6][CH:7]=4)[CH2:14][N:13]3[C:15](=[O:17])[C:30]3[CH:29]=[CH:28][C:27]([C:25]#[N:26])=[CH:35][CH:34]=3)=[O:24])=[CH:43][CH:42]=[CH:41][C:40]=12. Reported procedure: Following the general method as outlined in Example 22, starting from (2S,4EZ)-4-[(benzyloxy)imino]-1-(tert-butoxycarbonyl)-2-pyrrolidinecarboxylic acid, 4-cyanobenzoyl chloride, and 2,1,3-benzothiadiazol-4-amine the title compound was obtained in 55% purity by LC/MS. MS(ESI+): m/z=497.4. Reactants: [F-].[K+] (Potassium fluoride), ClC1=C(C=CC=C1)[N+](=O)[O-] (2-chloronitrobenzene). Reagents/catalysts: [Br-].C(CCCCCCCCCCCCC)[N+](C)(C)C (tetradecyltrimethylammonium bromide). Conditions: temperature 140 celsius. Product: FC1=C(C=CC=C1)[N+](=O)[O-] (2-fluoronitrobenzene). Yield: 78.0%. Reaction SMILES: [F-:1].[K+].Cl[C:4]1[CH:9]=[CH:8][CH:7]=[CH:6][C:5]=1[N+:10]([O-:12])=[O:11]>[Br-].C([N+](C)(C)C)CCCCCCCCCCCCC>[F:1][C:4]1[CH:9]=[CH:8][CH:7]=[CH:6][C:5]=1[N+:10]([O-:12])=[O:11] |f:0.1,3.4|. Reported procedure: Potassium fluoride (water content 0.2%) (69.6 g; 1.2 mole) and tetradecyltrimethylammonium bromide (18 g; 0.055 mole) were added to molten 2-chloronitrobenzene (157.5 g; 1 mole) with stirring. The mixture was heated to 140° C. for 28 hours. The reaction mixture was then allowed to cool to c. 100° C. and was filtered with the assistance of added toluene. The toluene was distilled and the residue was finally distilled in high vacuum to give 2-fluoronitrobenzene in 78% yield together with 5% recove... Reactants: C(C)(=O)[O-].[Na+] (Sodium acetate), CC1=C(C(NC(=C1)CCC)=O)C#N (4-methyl-2-oxo-6-propyl-1,2-dihydro-pyridine-3-carbonitrile). Reagents/catalysts: [Pd] (palladium on carbon), [Pt]=O (platinum oxide). Solvent: C(C)(=O)O (acetic acid), C(C)(=O)O (acetic acid). Conditions: time 12 hour. The product is NCC=1C(NC(=CC1C)CCC)=O (3-(Aminomethyl)-4-methyl-6-propyl-2(1H)-pyridinone). As a reaction SMILES: C([O-])(=O)C.[Na+].[CH3:6][C:7]1[CH:12]=[C:11]([CH2:13][CH2:14][CH3:15])[NH:10][C:9](=[O:16])[C:8]=1[C:17]#[N:18]>[Pd].C(O)(=O)C.[Pt]=O>[NH2:18][CH2:17][C:8]1[C:9](=[O:16])[NH:10][C:11]([CH2:13][CH2:14][CH3:15])=[CH:12][C:7]=1[CH3:6] |f:0.1|. Procedure: Sodium acetate (3.5 g, 42.6 mmol), palladium on carbon (0.81 g) and platinum oxide (0.1 g) were placed in a dried Parr bottle flushed with nitrogen, followed by addition of a small amount of acetic acid (to wet the catalysts). A solution of 4-methyl-2-oxo-6-propyl-1,2-dihydro-pyridine-3-carbonitrile (5 g, 28 mmol) in acetic acid was added to the Parr bottle followed by additional acetic acid (200 mL). The vessel was capped, placed on Parr apparatus and hydrogenated at 45 psi for 12 h. The reacti... The reactants are CCN(C(C)C)C(C)C, Fc1ccccc1N1CCNCC1, O=CCCc1cc(-c2ccccc2)n(-c2ccccc2)n1. Product: Fc1ccccc1N1CCN(CCCc2cc(-c3ccccc3)n(-c3ccccc3)n2)CC1. As a reaction SMILES: [CH:35]([N:36]([CH2:37][CH3:38])[CH:39]([CH3:40])[CH3:41])([CH3:42])[CH3:43].[F:22][c:23]1[c:24]([N:29]2[CH2:30][CH2:31][NH:32][CH2:33][CH2:34]2)[cH:25][cH:26][cH:27][cH:28]1.[c:1]1(-[n:7]2[n:8][c:9]([CH2:18][CH2:19][CH:20]=[O:21])[cH:10][c:11]2-[c:12]2[cH:13][cH:14][cH:15][cH:16][cH:17]2)[cH:2][cH:3][cH:4][cH:5][cH:6]1>>[c:1]1(-[n:7]2[n:8][c:9]([CH2:18][CH2:19][CH2:20][N:32]3[CH2:31][CH2:30][N:29]([c:24]4[c:23]([F:22])[cH:28][cH:27][cH:26][cH:25]4)[CH2:34][CH2:33]3)[cH:10][c:11]2-[c:12]2[cH:13][cH:14][cH:15][cH:16][cH:17]2)[cH:2][cH:3][cH:4][cH:5][cH:6]1. The reactants are C(Cl)(Cl)(Cl)Cl (CCl4), O (H2O), RuCl3, O (H2O), CCOCC (Et2O), C(C1=CC=CC=C1)OC[C@@H]1[C@@H](O1)CO ((2S-cis)-3-(benzyloxymethyl)oxirane methanol), H5IO6. Conditions: temperature 0 celsius, time 2 hour. Yields the product C(C1=CC=CC=C1)OC[C@@H]1[C@@H](O1)C(=O)OC (Methyl (2R-cis)-3-(benzyloxymethyl)oxirane carboxylate). RXN SMILES: C(Cl)(Cl)(Cl)Cl.O.[CH2:7]([O:14][CH2:15][C@H:16]1[O:18][C@H:17]1[CH2:19][OH:20])[C:8]1[CH:13]=[CH:12][CH:11]=[CH:10][CH:9]=1.C[CH2:22][O:23]CC>>[CH2:7]([O:14][CH2:15][C@H:16]1[O:18][C@H:17]1[C:19]([O:23][CH3:22])=[O:20])[C:8]1[CH:9]=[CH:10][CH:11]=[CH:12][CH:13]=1. Procedure: To a solution of 10 ml CCl4, 10 ml CH3CH, and 15 ml of H2O was added 50 mg of RuCl3 --H2O and 1.00 g (5.16 mmole) of (2S-cis)-3-(benzyloxymethyl)oxirane methanol. The solution was cooled to 0° C. and 3.50 g (15.5 mmole) of H5IO6 was added in portions over 15 min with vigorous stirring. The reaction was allowed to stir vigorously for 2 hours. The mixture was poured into 100 ml of Et2O, the organic layer separated and the aqueous layer washed with 20 ml of Et2O. The combined organic layers were wa... The reactants are S(=O)(=O)(O)[O-].[K+] (potassium hydrogen sulphate), N,N'-Carbonyl diimidazole, N1=C(C=CC=C1)C(=O)O (pyridine-2-carboxylic acid), C(C1=CC=CC=C1)=NCC1CCNCC1 (N-benzylidene-1-(4-piperidyl)methylamine). The solvent is ClCCl (dichloromethane). The product is NCC1CCN(CC1)C(=O)C1=NC=CC=C1 (4-(aminomethyl)-1-(2-pyridylcarbonyl)piperidine). The yield is 58.5%. As a reaction SMILES: [N:1]1[CH:6]=[CH:5][CH:4]=[CH:3][C:2]=1[C:7]([OH:9])=O.C(=[N:17][CH2:18][CH:19]1[CH2:24][CH2:23][NH:22][CH2:21][CH2:20]1)C1C=CC=CC=1.S([O-])(O)(=O)=O.[K+]>ClCCl>[NH2:17][CH2:18][CH:19]1[CH2:24][CH2:23][N:22]([C:7]([C:2]2[CH:3]=[CH:4][CH:5]=[CH:6][N:1]=2)=[O:9])[CH2:21][CH2:20]1 |f:2.3|. Procedure details: N,N'-Carbonyl diimidazole (6.58 g) was added to a suspension of pyridine-2-carboxylic acid (5.0 g) in dichloromethane (75 ml) stirring under nitrogen at ambient temperature. Stirring continued until gas evolution had ceased (~2 hours) then N-benzylidene-1-(4-piperidyl)methylamine (8.2 g) was added and the reaction mixture stirred for 18 hours. The solvent was evaporated to give a viscous yellow oil, which was then stirred with aqueous potassium hydrogen sulphate solution (1 M; 200 ml) for 18 hou... Solvent: CCOC(=O)C (EtOAc), CO.O (MeOH-H2O). Reported procedure: To a solution of 6-acetyl-2-(2-chlorophenylamino)-3,4-difluorobenzoic acid (50 mg, 0.15 mmol) and hydroxylamine hydrochloride (11 mg, 0.15 mmol) in MeOH-H2O (1 mL/0.5 mL) was added TEA (0.022 mL, 0.15 mmol) at room temperature. The resulting mixture was stirred for 16 hours at room temperature. The reaction mixture was diluted with EtOAc and washed with water. The organic layer was dried over MgSO4, filtered and concentrated in vacuo to give the crude material that was purified by silica gel fla... Isolated yield 55.4%. Product: ClC1=C(C=CC=C1)NC1=C(C(=CC=2C(=NOC(C21)=O)C)F)F (8-(2-chlorophenylamino)-6,7-difluoro-4-methylbenzo[d][1,2]oxazin-1-one). Reaction conditions: time 16 hour. Starting materials: C(C)(=O)C1=CC(=C(C(=C1C(=O)O)NC1=C(C=CC=C1)Cl)F)F (6-acetyl-2-(2-chlorophenylamino)-3,4-difluorobenzoic acid), Cl.NO (hydroxylamine hydrochloride), TEA. RXN SMILES: [C:1]([C:4]1[C:9]([C:10]([OH:12])=[O:11])=[C:8]([NH:13][C:14]2[CH:19]=[CH:18][CH:17]=[CH:16][C:15]=2[Cl:20])[C:7]([F:21])=[C:6]([F:22])[CH:5]=1)(=O)[CH3:2].Cl.[NH2:24]O>CO.O.CCOC(C)=O>[Cl:20][C:15]1[CH:16]=[CH:17][CH:18]=[CH:19][C:14]=1[NH:13][C:8]1[C:9]2[C:10](=[O:11])[O:12][N:24]=[C:1]([CH3:2])[C:4]=2[CH:5]=[C:6]([F:22])[C:7]=1[F:21] |f:1.2,3.4|.